This data is from the Open Reaction Database (ORD), a public repository of structured organic reaction records. The task is: describe an organic reaction: reactants, conditions, products, and yield The reactants are NC1=NNC(=C1)C(=O)OC (Methyl 3-amino-1H-pyrazole-5-carboxylate), C(C)OC(C(C(=O)OCC)C1=CC=CC=C1)=O (diethyl-phenylmalonate), C(C)(C)N(CC)C(C)C (diisopropylethylamine). The solvent is CN(C)C=O (DMF). Run at time 3 hour. Product: OC1=NC=2N(C(=C1C1=CC=CC=C1)O)N=C(C2)C(=O)OC (Methyl 5,7-dihydroxy-6-phenylpyrazolo[1,5-a]pyrimidine-2-carboxylate). Reaction SMILES: [NH2:1][C:2]1[CH:6]=[C:5]([C:7]([O:9][CH3:10])=[O:8])[NH:4][N:3]=1.C([O:13][C:14](=O)[CH:15]([C:21]1[CH:26]=[CH:25][CH:24]=[CH:23][CH:22]=1)[C:16](OCC)=[O:17])C.C(N(C(C)C)CC)(C)C>CN(C=O)C>[OH:13][C:14]1[C:15]([C:21]2[CH:26]=[CH:25][CH:24]=[CH:23][CH:22]=2)=[C:16]([OH:17])[N:3]2[N:4]=[C:5]([C:7]([O:9][CH3:10])=[O:8])[CH:6]=[C:2]2[N:1]=1. Reported procedure: A solution of 5.0 g Methyl 3-amino-1H-pyrazole-5-carboxylate, 8.3 ml diethyl-phenylmalonate and 50 ml diisopropylethylamine in 50 ml DMF is heated to 150° C. for 40 h. The solvent is removed, the solid residue is dissolved in 2-propanol the mixture is stirred for 3 hours. The desired product is filtrated, dried and is used without further purification. Starting materials: [C-]#N, CS(C)=O, Cc1oc(C2CCCCC2)nc1CCl, [Na+]. Product: Cc1oc(C2CCCCC2)nc1CC#N. Reaction SMILES: [C-:1]#[N:2].[CH3:18][S:19]([CH3:20])=[O:21].[Cl:4][CH2:5][c:6]1[n:7][c:8]([CH:12]2[CH2:13][CH2:14][CH2:15][CH2:16][CH2:17]2)[o:9][c:10]1[CH3:11].[Na+:3]>>[C:1](#[N:2])[CH2:5][c:6]1[n:7][c:8]([CH:12]2[CH2:13][CH2:14][CH2:15][CH2:16][CH2:17]2)[o:9][c:10]1[CH3:11]. Reactants: [Br-], CC(C)(C)[Si](C)(C)OCCCCCO, O=C([O-])[O-], CC1(C)CCCC(C)(C)N1O, [O-]Cl, ClCCl, [K+], [K+], [K+], [Na+], O. The product is CC(C)(C)[Si](C)(C)OCCCCC=O. Reaction SMILES: [Br-:16].[C:1]([CH3:2])([CH3:3])([CH3:4])[Si:5]([O:6][CH2:7][CH2:8][CH2:9][CH2:10][CH2:11][OH:12])([CH3:13])[CH3:14].[C:31](=[O:32])([O-:33])[O-:34].[CH3:17][C:18]1([CH3:27])[N:19]([O:20])[C:21]([CH3:22])([CH3:23])[CH2:24][CH2:25][CH2:26]1.[Cl:28][O-:29].[Cl:37][CH2:38][Cl:39].[K+:15].[K+:35].[K+:36].[Na+:30].[OH2:40]>>[C:1]([CH3:2])([CH3:3])([CH3:4])[Si:5]([O:6][CH2:7][CH2:8][CH2:9][CH2:10][CH:11]=[O:12])([CH3:13])[CH3:14]. The reactants are O=C(O)c1ccc(CCc2coc3cccc(O)c23)cc1, O=C([O-])O, CC(C)(C)OC(=O)OC(=O)OC(C)(C)C, CN(C)C=O, Cl, [NH4+], c1ccncc1. The product is NC(=O)c1ccc(CCc2coc3cccc(O)c23)cc1. Reaction SMILES: [C:1](=[O:2])([OH:3])[c:4]1[cH:5][cH:6][c:7]([CH2:10][CH2:11][c:12]2[cH:13][o:14][c:15]3[c:16]2[c:17]([OH:21])[cH:18][cH:19][cH:20]3)[cH:8][cH:9]1.[C:22](=[O:23])([O-:24])[OH:25].[C:27]([O:28][C:29]([O:30][C:31]([CH3:32])([CH3:33])[CH3:34])=[O:35])([O:36][C:37]([CH3:38])([CH3:39])[CH3:40])=[O:41].[CH3:43][N:44]([CH3:45])[CH:46]=[O:47].[ClH:42].[NH4+:26].[cH:48]1[cH:49][cH:50][n:51][cH:52][cH:53]1>>[C:1](=[O:2])([c:4]1[cH:5][cH:6][c:7]([CH2:10][CH2:11][c:12]2[cH:13][o:14][c:15]3[c:16]2[c:17]([OH:21])[cH:18][cH:19][cH:20]3)[cH:8][cH:9]1)[NH2:26]. The reactants are O=C1CCC(=O)N1Br, COc1nccnc1C, ClC(Cl)(Cl)Cl, CC(C)(C#N)N=NC(C)(C)C#N. Product: COc1nccnc1CBr. Reaction SMILES: [Br:10][N:11]1[C:12](=[O:13])[CH2:14][CH2:15][C:16]1=[O:17].[CH3:1][O:2][c:3]1[n:4][cH:5][cH:6][n:7][c:8]1[CH3:9].[Cl:30][C:31]([Cl:32])([Cl:33])[Cl:34].[N:18]([C:19]([CH3:20])([CH3:21])[C:22]#[N:23])=[N:24][C:25]([CH3:26])([CH3:27])[C:28]#[N:29]>>[CH3:1][O:2][c:3]1[n:4][cH:5][cH:6][n:7][c:8]1[CH2:9][Br:10].